Dataset: the Open Reaction Database (ORD), a public repository of structured organic reaction records. Task: describe an organic reaction: reactants, conditions, products, and yield The reactants are BrC1=CC=C(C(C=O)=C1)O (5-bromosalicylaldehyde), COC(OC)OC (orthoformic acid trimethyl), CC=1C=CC(=CC1)S(=O)(=O)O.O (TsOH.H2O), C([O-])([O-])=O.[K+].[K+] (potassium carbonate), C(O)([O-])=O.[Na+] (sodium hydrogen carbonate). The solvent is CO (methanol), [Cl-].[Na+].O (brine). Yields the product BrC1=CC(=C(C=C1)O)C(OC)OC (4-bromo-2-(dimethoxymethyl)phenol). As a reaction SMILES: [Br:1][C:2]1[CH:9]=[C:6](C=O)[C:5]([OH:10])=[CH:4][CH:3]=1.CO[CH:13]([O:16][CH3:17])[O:14][CH3:15].CC1C=CC(S(O)(=O)=O)=CC=1.O.C(=O)([O-])[O-].[K+].[K+].C(=O)([O-])O.[Na+]>CO.[Cl-].[Na+].O>[Br:1][C:2]1[CH:9]=[CH:6][C:5]([OH:10])=[C:4]([CH:13]([O:14][CH3:15])[O:16][CH3:17])[CH:3]=1 |f:2.3,4.5.6,7.8,10.11.12|. Procedure: To a solution of 5-bromosalicylaldehyde (4.00 g, 19.90 mmol) in methanol (50 ml) were added orthoformic acid trimethyl (9.70 g, 10.00 ml, 91.41 mmol) and TsOH.H2O (38.04 mg, 0.20 mmol), followed by reacting them at room temperature for 1 hour. Following neutralization with potassium carbonate (55.28 mg, 0.40 mmol), the solution was cleansed with brine and 5%-sodium hydrogen carbonate (=1:1, 50 ml) and extracted with pet ether (×2). A pool of the organic layer thus formed was dried over anhydrous... The reactants are ClCCCl, CCCCCC12CCC(C(=O)O)(CC1)CC2, CN(C)c1ccncc1, NS(=O)(=O)c1ccc(Cl)cc1, CN(C)C=O. Product: CCCCCC12CCC(C(=O)NS(=O)(=O)c3ccc(Cl)cc3)(CC1)CC2. Reaction SMILES: [CH2:12]([Cl:13])[CH2:14][Cl:15].[CH2:16]([CH2:17][CH2:18][CH2:19][CH3:20])[C:21]12[CH2:22][CH2:23][C:24]([C:29](=[O:30])[OH:31])([CH2:25][CH2:26]1)[CH2:27][CH2:28]2.[CH3:32][N:33]([c:34]1[cH:35][cH:36][n:37][cH:38][cH:39]1)[CH3:40].[Cl:1][c:2]1[cH:3][cH:4][c:5]([S:8](=[O:9])(=[O:10])[NH2:11])[cH:6][cH:7]1.[O:41]=[CH:42][N:43]([CH3:44])[CH3:45]>>[Cl:1][c:2]1[cH:3][cH:4][c:5]([S:8](=[O:9])(=[O:10])[NH:11][C:29]([C:24]23[CH2:23][CH2:22][C:21]([CH2:16][CH2:17][CH2:18][CH2:19][CH3:20])([CH2:26][CH2:25]2)[CH2:28][CH2:27]3)=[O:30])[cH:6][cH:7]1. The reactants are ClC=1C2=C(N=CN1)NC(=C2)C=2CCOCC2 (4-Chloro-6-(3,6-dihydro-2H-pyran-4-yl)-7H-pyrrolo[2,3-d]pyrimidine), BrC1=CC2=C(N=CN=C2C=2C(=C(C=CC2)NC(C2=CC=C(C=C2)C(C)(C)C)=O)C)N1 (N-[3-(6-Bromo-7H-pyrrolo[2,3-d]pyrimidin-4-yl)-2-methyl-phenyl]-4-tert-butyl-benzamide). Yields the product C(C)(C)(C)C1=CC=C(C(=O)NC2=C(C(=CC=C2)C=2C3=C(N=CN2)NC(=C3)C=3CCOCC3)C)C=C1 (4-tert-Butyl-N-{3-[6-(3,6-dihydro-2H-pyran-4-yl)-7H-pyrrolo[2,3-d]pyrimidin-4-yl]-2-methyl-phenyl}-benzamide). As a reaction SMILES: Cl[C:2]1[C:3]2[CH:10]=[C:9]([C:11]3[CH2:12][CH2:13][O:14][CH2:15][CH:16]=3)[NH:8][C:4]=2[N:5]=[CH:6][N:7]=1.BrC1NC2N=CN=C([C:26]3[C:27]([CH3:45])=[C:28]([NH:32][C:33](=[O:44])[C:34]4[CH:39]=[CH:38][C:37]([C:40]([CH3:43])([CH3:42])[CH3:41])=[CH:36][CH:35]=4)[CH:29]=[CH:30][CH:31]=3)C=2C=1>>[C:40]([C:37]1[CH:38]=[CH:39][C:34]([C:33]([NH:32][C:28]2[CH:29]=[CH:30][CH:31]=[C:26]([C:2]3[C:3]4[CH:10]=[C:9]([C:11]5[CH2:12][CH2:13][O:14][CH2:15][CH:16]=5)[NH:8][C:4]=4[N:5]=[CH:6][N:7]=3)[C:27]=2[CH3:45])=[O:44])=[CH:35][CH:36]=1)([CH3:43])([CH3:41])[CH3:42]. Procedure: Example 64 was prepared analogue to Intermediate 11 by replacing 4-chloro-6-iodo-7H-pyrrolo[2,3-d]pyrimidine with Intermediate 54. Procedure: Benzylamine (manufactured by Tokyo Kasei Kogyo Co., Ltd.) (1.00 g) was dissolved in purified water (20 ml) and then added with N-carbethoxyphthalimide (manufactured by Tokyo Kasei Kogyo Co., Ltd.) (3.06 g) and sodium carbonate (2.47 g), followed by stirring at room temperature for 3 hours. After completion of the reaction, the solution was filtered and the residue was washed with purified water and then dried under vacuum at 60° C., thereby obtaining the subject compound (1.82 g) as a white soli... Isolated yield 82.2%. Reaction conditions: time 3 hour. Solvent: O (water). RXN SMILES: [CH2:1]([NH2:8])[C:2]1[CH:7]=[CH:6][CH:5]=[CH:4][CH:3]=1.C(N1[C:18](=[O:19])[C:17]2=[CH:20][CH:21]=[CH:22][CH:23]=[C:16]2[C:15]1=[O:24])(OCC)=O.C(=O)([O-])[O-].[Na+].[Na+]>O>[CH2:1]([N:8]1[C:18](=[O:19])[C:17]2[C:16](=[CH:23][CH:22]=[CH:21][CH:20]=2)[C:15]1=[O:24])[C:2]1[CH:7]=[CH:6][CH:5]=[CH:4][CH:3]=1 |f:2.3.4|. Product: C(C1=CC=CC=C1)N1C(C2=CC=CC=C2C1=O)=O (2-benzylisoindole-1,3-dione). Reactants: C(=O)(OCC)N1C(C=2C(C1=O)=CC=CC2)=O (N-carbethoxyphthalimide), C([O-])([O-])=O.[Na+].[Na+] (sodium carbonate), C(C1=CC=CC=C1)N (Benzylamine).